Dataset: the Open Reaction Database (ORD), a public repository of structured organic reaction records. Task: describe an organic reaction: reactants, conditions, products, and yield The reactants are S1C=CC2=C1OC1=C(NC2=O)C=CC=C1 (Thieno[2,3-b][1,5]benzoxazepin-4(5H)-one), ice water chloroform, ClC(Cl)OC (dichloromethylmethyl ether), [Cl-].[Al+3].[Cl-].[Cl-] (aluminum chloride). The solvent is C(Cl)Cl (methylene chloride). Run at time 15 minute. Product: C(=O)C1=CC2=C(OC3=C(NC2=O)C=CC=C3)S1 (2-formylthieno[2,3-b][1,5]benzoxazepin-4(5H)-one). Yield: 55.9%. As a reaction SMILES: [S:1]1[C:5]2[O:6][C:7]3[CH:15]=[CH:14][CH:13]=[CH:12][C:8]=3[NH:9][C:10](=[O:11])[C:4]=2[CH:3]=[CH:2]1.Cl[CH:17]([O:19]C)Cl.[Cl-].[Al+3].[Cl-].[Cl-]>C(Cl)Cl>[CH:17]([C:2]1[S:1][C:5]2[O:6][C:7]3[CH:15]=[CH:14][CH:13]=[CH:12][C:8]=3[NH:9][C:10](=[O:11])[C:4]=2[CH:3]=1)=[O:19] |f:2.3.4.5|. Procedure: Thieno[2,3-b][1,5]benzoxazepin-4(5H)-one (1.9 g) was suspended in methylene chloride (20 ml) and dichloromethylmethyl ether (4.0 g) was added. To this reaction system was added aluminum chloride (4.6 g) under ice-cooling and the mixture was stirred for 15 minutes. The reaction mixture was poured into ice water-chloroform and the mixture was stirred at room temperature for 20 minutes. The aqueous layer was extracted 5 times with chloroform and the combined organic layer was dried over sodium sulf... Starting materials: BrC1=C(C(=O)Cl)C=CC=C1 (2-bromobenzoyl chloride), [C-]1(C=CC=C1)C(=O)NNC(C)(C)C.[CH-]1C=CC=C1.[Fe+2] (N-ferrocenoyl-N'-tert-butylhydrazine), C([O-])([O-])=O.[K+].[K+] (potassium carbonate). Solvent: C1(=CC=CC=C1)C (toluene), C1(=CC=CC=C1)C (toluene), O (water). Run at time 2 hour. Yields the product [C-]1(C=CC=C1)C(=O)NN(C(C)(C)C)C(C1=C(C=CC=C1)Br)=O.[CH-]1C=CC=C1.[Fe+2] (N-ferrocenoyl-N'-2-bromobenzoyl-N'-tert-butylhydrazine). Reaction SMILES: [C-:1]1([C:6]([NH:8][NH:9][C:10]([CH3:13])([CH3:12])[CH3:11])=[O:7])[CH:5]=[CH:4][CH:3]=[CH:2]1.[CH-:14]1[CH:18]=[CH:17][CH:16]=[CH:15]1.[Fe+2:19].C(=O)([O-])[O-].[K+].[K+].[Br:26][C:27]1[CH:35]=[CH:34][CH:33]=[CH:32][C:28]=1[C:29](Cl)=[O:30]>C1(C)C=CC=CC=1.O>[C-:1]1([C:6]([NH:8][N:9]([C:29](=[O:30])[C:28]2[CH:32]=[CH:33][CH:34]=[CH:35][C:27]=2[Br:26])[C:10]([CH3:13])([CH3:12])[CH3:11])=[O:7])[CH:2]=[CH:3][CH:4]=[CH:5]1.[CH-:14]1[CH:18]=[CH:17][CH:16]=[CH:15]1.[Fe+2:19] |f:0.1.2,3.4.5,9.10.11|. Procedure details: To a stirred mixture of N-ferrocenoyl-N'-tert-butylhydrazine (0.5 g, 1.65 mmoL) in toluene (10 mL), and potassium carbonate (0.5 g, 3.62 mmoL) in water (5 ml) was added a solution of 2-bromobenzoyl chloride (0.5 g, 1.82 mmoL) in toluene (5 mL) dropwise in 15 minutes. The resulting mixture was stirred vigorously for two hours and the solid was filtered, washed with water, ethyl ether and dried to afford product as a bright yellow solid, melting point 175° C. Starting materials: C1(=C(C(=CC(=C1)C)C)NC=1SC2=C(N1)C=CC=C2[N+](=O)[O-])C (N2-mesityl-7-nitro-1,3-benzothiazol-2-amine). The reagents and catalysts are [Fe] (iron). Run in C(C)(=O)O (acetic acid), C(C)O (ethanol). The product is C1(=C(C(=CC(=C1)C)C)NC=1SC2=C(N1)C=CC=C2N)C (N2-Mesityl-1,3-benzothiazole-2,7-diamine). Isolated yield 55.7%. RXN SMILES: [C:1]1([CH3:22])[CH:6]=[C:5]([CH3:7])[CH:4]=[C:3]([CH3:8])[C:2]=1[NH:9][C:10]1[S:11][C:12]2[C:18]([N+:19]([O-])=O)=[CH:17][CH:16]=[CH:15][C:13]=2[N:14]=1>C(O)(=O)C.C(O)C.[Fe]>[C:1]1([CH3:22])[CH:6]=[C:5]([CH3:7])[CH:4]=[C:3]([CH3:8])[C:2]=1[NH:9][C:10]1[S:11][C:12]2[C:18]([NH2:19])=[CH:17][CH:16]=[CH:15][C:13]=2[N:14]=1. Reported procedure: To a solution of 1.8 g (5.7 mmol) of N2-mesityl-7-nitro-1,3-benzothiazol-2-amine in 7.2 mL of glacial acetic acid and 25 mL of ethanol was added 1.8 g (32 mmol) of iron powder. The resulting solution was heated at reflux for 18 h before being cooled to room temperature. The slurry was filtered and the filtrate was concentrated to a brown solid. The solid was slurried in water, collected by filtration and purified by flash chromatography eluting with a 33% hexanes/ethyl acetate mixture to give 0.... Reactants: C(=O)(O)CN(CC(=O)O)C(C1=CC(=CC(=C1)OCC1=CC=CC=C1)OCCCCCCCCCCCCCCCCCC)=O (N-(carboxymethyl)-N-[3-(octadecyloxy)-5-(phenylmethoxy)benzoyl]glycine), [H][H] (hydrogen). Reagents/catalysts: [Pd] (palladium on carbon). Solvent: C1CCOC1 (THF). The product is C(=O)(O)CN(CC(=O)O)C(C1=CC(=CC(=C1)OCCCCCCCCCCCCCCCCCC)O)=O (N-(carboxymethyl)-N-[3-hydroxy-5-(octadecyloxy)benzoyl]glycine). Reaction SMILES: [C:1]([CH2:4][N:5]([C:10](=[O:44])[C:11]1[CH:16]=[C:15]([O:17]CC2C=CC=CC=2)[CH:14]=[C:13]([O:25][CH2:26][CH2:27][CH2:28][CH2:29][CH2:30][CH2:31][CH2:32][CH2:33][CH2:34][CH2:35][CH2:36][CH2:37][CH2:38][CH2:39][CH2:40][CH2:41][CH2:42][CH3:43])[CH:12]=1)[CH2:6][C:7]([OH:9])=[O:8])([OH:3])=[O:2].[H][H]>[Pd].C1COCC1>[C:7]([CH2:6][N:5]([C:10](=[O:44])[C:11]1[CH:12]=[C:13]([O:25][CH2:26][CH2:27][CH2:28][CH2:29][CH2:30][CH2:31][CH2:32][CH2:33][CH2:34][CH2:35][CH2:36][CH2:37][CH2:38][CH2:39][CH2:40][CH2:41][CH2:42][CH3:43])[CH:14]=[C:15]([OH:17])[CH:16]=1)[CH2:4][C:1]([OH:3])=[O:2])([OH:9])=[O:8]. Reported procedure: A mixture of 0.30 g of N-(carboxymethyl)-N-[3-(octadecyloxy)-5-(phenylmethoxy)benzoyl]glycine and 0.1 g of 10% palladium on carbon in 25 ml of THF was stirred in a hydrogen atmosphere for 2 hours. The usual workup followed by recrystallization from ether-hexane gave N-(carboxymethyl)-N-[3-hydroxy-5-(octadecyloxy)benzoyl]glycine, mp 160°-164°.